From a dataset of the Open Reaction Database (ORD), a public repository of structured organic reaction records. describe an organic reaction: reactants, conditions, products, and yield RXN SMILES: [C:1]([Cl:4])(Cl)=[O:2].C(=O)([O-])[O-].[K+].[K+].C1(C(C2C=CC=CC=2)[N:18]2[CH2:21][CH:20]([O:22][C:23]3[CH:28]=[CH:27][C:26]([F:29])=[CH:25][CH:24]=3)[CH2:19]2)C=CC=CC=1.O>C(Cl)Cl>[F:29][C:26]1[CH:27]=[CH:28][C:23]([O:22][CH:20]2[CH2:19][N:18]([C:1]([Cl:4])=[O:2])[CH2:21]2)=[CH:24][CH:25]=1 |f:1.2.3|. Product: FC1=CC=C(OC2CN(C2)C(=O)Cl)C=C1 (3-(4-Fluorophenoxy)-1-azetidinecarbonyl chloride). Procedure details: A solution of 52.09 g (0.527 mole) of phosgene in 500 ml of methylene chloride was stirred with 73 g (0.53 mole) of potassium carbonate under nitrogen atmosphere for 30 min, then treated with 146.3 g (0.439 mole) of 1-diphenylmethyl-3-(4-fluorophenoxy)azetidine in 300 ml of methylene chloride added dropwise. After stirring for 18 hr, the reaction mixture was treated with 200 ml of water added slowly. The aqueous phase was separated and the organic solution dried by filtration through Whatman pha... The reactants are C(=O)(Cl)Cl (phosgene), C([O-])([O-])=O.[K+].[K+] (potassium carbonate), C1(=CC=CC=C1)C(N1CC(C1)OC1=CC=C(C=C1)F)C1=CC=CC=C1 (1-diphenylmethyl-3-(4-fluorophenoxy)azetidine), O (water). Run at time 18 hour. The solvent is C(Cl)Cl (methylene chloride), C(Cl)Cl (methylene chloride).